Dataset: the Open Reaction Database (ORD), a public repository of structured organic reaction records. Task: describe an organic reaction: reactants, conditions, products, and yield Reactants: CSC(N)=N (S-methylisothiourea), S(=O)(=O)(O)O.NCCCC1(C(NC(N1)=O)=O)C.NCCCC1(C(NC(N1)=O)=O)C (5-(3-aminopropyl)-5-methyl-2,4-imidazolidinedione hemisulfate), S(=O)(=O)(O)O.NCCCC1(C(NC(N1)=O)=O)C.NCCCC1(C(NC(N1)=O)=O)C (5-(3-aminopropyl)-5-methyl-2,4-imidazolidinedione hemisulfate), CSC(N)=N (S-methylisothiourea). The solvent is [OH-].[Ba+2].[OH-] (barium hydroxide), [OH-].[Ba+2].[OH-] (barium hydroxide), [OH-].[Ba+2].[OH-] (barium hydroxide). Run at time 4 hour. Yields the product NN=CNCCCC1(C(NC(N1)=O)=O)C (5-(3-[(aminoiminomethyl) amino]propyl)-5-methyl-2,4-imidazolidinedione). RXN SMILES: S(O)(O)(=O)=O.[NH2:6][CH2:7][CH2:8][CH2:9][C:10]1([CH3:17])[NH:14][C:13](=[O:15])[NH:12][C:11]1=[O:16].NCCC[C:22]1(C)[NH:26]C(=O)NC1=O.CSC(=N)[NH2:33]>[OH-].[Ba+2].[OH-]>[NH2:33][N:26]=[CH:22][NH:6][CH2:7][CH2:8][CH2:9][C:10]1([CH3:17])[NH:14][C:13](=[O:15])[NH:12][C:11]1=[O:16] |f:0.1.2,4.5.6|. Procedure: The compound 5-(3-aminopropyl)-5-methyl-2,4-imidazolidinedione hemisulfate (229 mg, 1 mmol) was dissolved in 0.418 N aqueous barium hydroxide (3.5 ml.) and S-methylisothiourea (153.1 mg, 1.1 mol) was added. The suspension was shaken at room temperature for 6 1/4 hours and 0.418 N aqueous barium hydroxide (1 ml.) was added, followed by another 0.5 ml. of the aforementioned barium hydroxide solution 18 hours later. After 4 hours, S-methylisothiourea (70 mg., 0.5 mmol) was added and shaking of the ... Reactants: COC(CC1=NC=C2N1C=CC=C2)=O (imidazo[1,5-a]pyridin-3-yl-acetic acid methyl ester), [Al+3].[Cl-].[Cl-].[Cl-] (AlCl3), [Al+3].[Cl-].[Cl-].[Cl-] (AlCl3), C(C)(=O)Cl (acetyl chloride), C(C)(=O)Cl (Acetyl chloride). The solvent is C(Cl)Cl (CH2Cl2), C(Cl)Cl (CH2Cl2). Reaction conditions: time 30 minute. Product: COC(CC1=NC(=C2N1C=CC=C2)C(C)=O)=O ((1-Acetyl-imidazo[1,5-a]pyridin-3-yl)-acetic acid methyl ester). Reaction SMILES: [CH3:1][O:2][C:3](=[O:14])[CH2:4][C:5]1[N:9]2[CH:10]=[CH:11][CH:12]=[CH:13][C:8]2=[CH:7][N:6]=1.[Al+3].[Cl-].[Cl-].[Cl-].[C:19](Cl)(=[O:21])[CH3:20]>C(Cl)Cl>[CH3:1][O:2][C:3](=[O:14])[CH2:4][C:5]1[N:9]2[CH:10]=[CH:11][CH:12]=[CH:13][C:8]2=[C:7]([C:19](=[O:21])[CH3:20])[N:6]=1 |f:1.2.3.4|. Procedure details: A solution of imidazo[1,5-a]pyridin-3-yl-acetic acid methyl ester (1.38 g, 7.26 mmol) in CH2Cl2 (50 mL) was added to a suspension of AlCl3 (2.9 g, 21.77 mmol) in CH2Cl2 (115 mL) and the mixture was stirred at RT for 30 min under nitrogen atmosphere. Acetyl chloride (1.55 mL, 21.77 mmol) was subsequently added dropwise and the mixture was further stirred overnight. AlCl3 (1.94 g, 14.51 mmol) and 15 min later acetyl chloride (1.04 mL, 14.51 mmol) were added and stirring was continued overnight to ...